From a dataset of the Open Reaction Database (ORD), a public repository of structured organic reaction records. describe an organic reaction: reactants, conditions, products, and yield Reactants: [OH-].[NH4+] (ammonium hydroxide), C(#N)C=1C(NC(=C(C1C)C1=CC=CC=C1)C)=O (3-Cyano-4,6-dimethyl-5-phenyl-2-pyridone), C1(=CC=CC=C1)P(=O)(Cl)Cl (phenylphosphonic dichloride), ice water. The product is ClC1=NC(=C(C(=C1C#N)C)C1=CC=CC=C1)C (2-CHLORO-4,6-DIMETHYL-5-PHENYL-3-PYRIDINECARBONITRILE). As a reaction SMILES: [C:1]([C:3]1[C:4](=O)[NH:5][C:6]([CH3:16])=[C:7]([C:10]2[CH:15]=[CH:14][CH:13]=[CH:12][CH:11]=2)[C:8]=1[CH3:9])#[N:2].C1(P(Cl)([Cl:26])=O)C=CC=CC=1.[OH-].[NH4+]>>[Cl:26][C:4]1[C:3]([C:1]#[N:2])=[C:8]([CH3:9])[C:7]([C:10]2[CH:15]=[CH:14][CH:13]=[CH:12][CH:11]=2)=[C:6]([CH3:16])[N:5]=1 |f:2.3|. Procedure details: 3-Cyano-4,6-dimethyl-5-phenyl-2-pyridone (7.0 grams) and phenylphosphonic dichloride (12.1 grams) were heated at 175°-180° C. for 2-3 hours. The solution was cooled, poured into ice water and made basic with ammonium hydroxide. A precipitate formed which was collected, air dried, and determined by NMR to be the desired product, yield 7.6 grams, m.p. 118°-123° C. Reactants: CN(C=1C=C(C=CC1)O)C (3-dimethylaminophenol), Cl (HCl). Solvent: CCOCC (ether), C(C)OCC (diethyl ether). Yields the product [Cl-].OC=1C=C([NH+](C)C)C=CC1 (3-hydroxy-N,N-dimethylanilinium chloride). RXN SMILES: [CH3:1][N:2]([CH3:10])[C:3]1[CH:4]=[C:5]([OH:9])[CH:6]=[CH:7][CH:8]=1.[ClH:11]>C(OCC)C>[Cl-:11].[OH:9][C:5]1[CH:4]=[C:3]([CH:8]=[CH:7][CH:6]=1)[NH+:2]([CH3:10])[CH3:1] |f:3.4|. Procedure details: 3-dimethylaminophenol, 10.2 g, was slurried in 75 mL of anhydrous diethyl ether and 82 mL of a 1 M HCl solution in ether was added by canula under positive nitrogen pressure. After two hours the white solid precipitate was collected on a fritted funnel, washed with ether and dried in vacuo.